This data is from the Open Reaction Database (ORD), a public repository of structured organic reaction records. The task is: describe an organic reaction: reactants, conditions, products, and yield Procedure details: Under a nitrogen environment, 109 g of n-propyltriphenylphosphonium bromide was suspended in 200 ml of tetrahydrofuran and 31.6 g of potassium-t-butoxide was added thereto over 5 minutes at 0° C. The mixture was then stirred at 0 to 5° C. for 1 hour. To the mixture, there was eye-dropped at 0 to 5° C. over 30 minutes, a solution in which 40.0 g of methyl 2,2-dimethyl-3-formylcyclopropanecarboxylate, as produced in Reference Example 1 above, was dissolved in 40 ml of tetrahydrofuran. The resultin... Conditions: temperature 2.5 celsius, time 3 hour. Reactants: O1CCCC1 (tetrahydrofuran), [OH-].[Na+] (sodium hydroxide), CO (methanol), C1(=CC=CC=C1)C (toluene), ice water. Product: CC1(C(C1C=CCC)C(=O)O)C (2,2-dimethyl-3-(1-butenyl)cyclopropanecarboxylic acid). As a reaction SMILES: [OH-:1].[Na+].[CH3:3]O.[C:5]1([CH3:11])[CH:10]=[CH:9][CH:8]=[CH:7][CH:6]=1.[O:12]1[CH2:16][CH2:15]CC1>>[CH3:3][C:5]1([CH3:11])[CH:10]([CH:9]=[CH:8][CH2:7][CH3:6])[CH:15]1[C:16]([OH:12])=[O:1] |f:0.1|. Reactants: FC1=CC=C(C=C1)C1=NC(=NC(=C1C=CP(=O)(C[C@H](CC(=O)OC)O)OC)C(C)C)C1=CC=CC=C1 ((S)-4-[[2-[4-(4-fluorophenyl)-6-(1-methylethyl)-2-phenyl-5-pyrimidinyl]ethenyl]methoxyphosphinyl]-3-hydroxybutanoic acid, methyl ester). The reagents and catalysts are [Pd] (Pd/C). Run in CO (methanol). Reaction conditions: time 6 day. The product is FC1=CC=C(C=C1)C1=NC(=NC(=C1CCP(=O)(C[C@H](CC(=O)OC)O)OC)C(C)C)C1=CC=CC=C1 ((S)-4-[[2-[4-(4-Fluorophenyl)-(1-methylethyl)-2-phenyl-5-pyrimidinyl]ethyl]-methoxyphosphinyl]-3-hydroxybutanoic acid, methyl ester). Isolated yield 64.0%. RXN SMILES: [F:1][C:2]1[CH:7]=[CH:6][C:5]([C:8]2[C:13]([CH:14]=[CH:15][P:16]([O:26][CH3:27])([CH2:18][C@@H:19]([OH:25])[CH2:20][C:21]([O:23][CH3:24])=[O:22])=[O:17])=[C:12]([CH:28]([CH3:30])[CH3:29])[N:11]=[C:10]([C:31]3[CH:36]=[CH:35][CH:34]=[CH:33][CH:32]=3)[N:9]=2)=[CH:4][CH:3]=1>[Pd].CO>[F:1][C:2]1[CH:7]=[CH:6][C:5]([C:8]2[C:13]([CH2:14][CH2:15][P:16]([O:26][CH3:27])([CH2:18][C@@H:19]([OH:25])[CH2:20][C:21]([O:23][CH3:24])=[O:22])=[O:17])=[C:12]([CH:28]([CH3:30])[CH3:29])[N:11]=[C:10]([C:31]3[CH:32]=[CH:33][CH:34]=[CH:35][CH:36]=3)[N:9]=2)=[CH:4][CH:3]=1. Procedure details: 10% Pd/C (0.026 gm, 0.024 mmol) was added to a methanol solution (30 ml) of (S)-4-[[2-[4-(4-fluorophenyl)-6-(1-methylethyl)-2-phenyl-5-pyrimidinyl]ethenyl]methoxyphosphinyl]-3-hydroxybutanoic acid, methyl ester obtained in Example 3 above (0.125 gm, 0.24 mmol) which had been purged with argon for 15 minutes. The solution was then placed under 50 psi of hydrogen on a Parr apparatus and shaken for 6 days. The flask was then taken off the Parr apparatus and the solution filtered through a pad of ce... Run at time 20 minute. The product is NC1=NC(=NC(=C1)SC1=CC=CC=C1)C(C(=O)OCC)=NOC (ethyl 2-(4-amino-6-phenylthiopyrimidin-2-yl)-2-methoxyiminoacetate). Isolated yield 17.9%. Reported procedure: To a solution of thiophenol (2.55 g) in N,N-dimethylformamide (20 ml) was added 50% sodium hydride (1.1 g) under cooling in an ice bath and the mixture was stirred for 20 minutes at 0° C. to 5° C. To the mixture was added ethyl 2-(4-amino-6-chloropyrimidin-2-yl)-2-methoxyiminoacetate (2.0 g) and the mixture was stirred for 6 hours at ambient temperature. The resultant mixture was poured into cold water, adjusted to pH 7 with diluted hydrochloric acid and extracted with ethyl acetate. The extract... The solvent is O (water), CN(C=O)C (N,N-dimethylformamide). RXN SMILES: [C:1]1([SH:7])[CH:6]=[CH:5][CH:4]=[CH:3][CH:2]=1.[H-].[Na+].[NH2:10][C:11]1[CH:16]=[C:15](Cl)[N:14]=[C:13]([C:18](=[N:24][O:25][CH3:26])[C:19]([O:21][CH2:22][CH3:23])=[O:20])[N:12]=1.Cl>CN(C)C=O.O>[NH2:10][C:11]1[CH:16]=[C:15]([S:7][C:1]2[CH:6]=[CH:5][CH:4]=[CH:3][CH:2]=2)[N:14]=[C:13]([C:18](=[N:24][O:25][CH3:26])[C:19]([O:21][CH2:22][CH3:23])=[O:20])[N:12]=1 |f:1.2|. Reactants: resultant mixture, Cl (hydrochloric acid), C1(=CC=CC=C1)S (thiophenol), [H-].[Na+] (sodium hydride), NC1=NC(=NC(=C1)Cl)C(C(=O)OCC)=NOC (ethyl 2-(4-amino-6-chloropyrimidin-2-yl)-2-methoxyiminoacetate). Reactants: ClCC(=O)NC1=NNC2=CC(=CC=C12)Cl (2-chloro-N-(6-chloro-1H-indazol-3-yl)acetamide), N1N=CN=C1 (1,2,4-triazole), C([O-])([O-])=O.[K+].[K+] (potassium carbonate). The solvent is C(C)#N (acetonitrile). Yields the product ClC1=CC=C2C(=NNC2=C1)NC(CN1N=CN=C1)=O (N-(6-chloro-1H-indazol-3-yl)-1H-1,2,4-triazole-1-acetamide). Yield: 21.2%. RXN SMILES: Cl[CH2:2][C:3]([NH:5][C:6]1[C:14]2[C:9](=[CH:10][C:11]([Cl:15])=[CH:12][CH:13]=2)[NH:8][N:7]=1)=[O:4].[NH:16]1[CH:20]=[N:19][CH:18]=[N:17]1.C(=O)([O-])[O-].[K+].[K+]>C(#N)C>[Cl:15][C:11]1[CH:10]=[C:9]2[C:14]([C:6]([NH:5][C:3](=[O:4])[CH2:2][N:16]3[CH:20]=[N:19][CH:18]=[N:17]3)=[N:7][NH:8]2)=[CH:13][CH:12]=1 |f:2.3.4|. Procedure details: The process is performed as in Example 75, starting with 500 mg of 2-chloro-N-(6-chloro-1H-indazol-3-yl)acetamide, 15 cm3 of acetonitrile, 423 mg of 1,2,4-triazole and 283 mg of potassium carbonate. The reaction medium is refluxed for 4 hours and then concentrated to dryness under reduced pressure (2 kPa; 50° C.); the crude product obtained is purified by chromatography under an argon pressure of 50 kPa, on a column of silica gel (particle size 40-60 μm; diameter 2.5 cm), eluting with ethyl acet... The reactants are C([O-])([O-])=O.[Cs+].[Cs+] (cesium carbonate), CN(CC(=O)O)C (N,N-dimethylglycine), Cl (HCl), BrC1=C(C=CC=C1)CC(=O)[O-] (2-(2-Bromophenyl)acetate), ClC1=CC=C(C=C1)O (4-chlorophenol). Reagents/catalysts: [Cu]Cl (copper (I) chloride). Solvent: CCOC(=O)C (EtOAc), O1CCOCC1 (dioxane). Yields the product ClC1=CC=C(OC2=C(C=CC=C2)CC(=O)O)C=C1 (2-(2-(4-chlorophenoxy)phenyl)acetic acid). The yield is 69.7%. RXN SMILES: Br[C:2]1[CH:7]=[CH:6][CH:5]=[CH:4][C:3]=1[CH2:8][C:9]([O-:11])=[O:10].[Cl:12][C:13]1[CH:18]=[CH:17][C:16]([OH:19])=[CH:15][CH:14]=1.C(=O)([O-])[O-].[Cs+].[Cs+].CN(C)CC(O)=O.Cl>O1CCOCC1.[Cu]Cl.CCOC(C)=O>[Cl:12][C:13]1[CH:18]=[CH:17][C:16]([O:19][C:2]2[CH:7]=[CH:6][CH:5]=[CH:4][C:3]=2[CH2:8][C:9]([OH:11])=[O:10])=[CH:15][CH:14]=1 |f:2.3.4|. Procedure: 2-(2-Bromophenyl)acetate (10 g, 43.7 mmol) and 4-chlorophenol (5.61 g, 43.7 mmol) were dissolved in dioxane (150 mL) whiling warming to 50. To the resulting solution were added, under stirring in an inert nitrogen atmosphere, cesium carbonate (28.35 g, 87.4 mmol) and copper (I) chloride (1.73 g, 17.48 mmol). Finally N,N-dimethylglycine (0.9 g, 8.74 mmol) was added to the green suspension. The mixture was heated at 110 for 2 days while stirring. The mixture was filtrated over dicalite, which was ...